Dataset: the Open Reaction Database (ORD), a public repository of structured organic reaction records. Task: describe an organic reaction: reactants, conditions, products, and yield Starting materials: O[C@@H]1[C@H](OCCC1=O)CO ((2R,3R)-3-hydroxy-2-(hydroxymethyl)dihydro-2H-pyran-4(3H)-one), C(C1=CC=C(OC)C=C1)(C1=CC=C(OC)C=C1)(C1=CC=CC=C1)Cl (DMTCl). Run in N1=CC=CC=C1 (pyridine), CCOC(=O)C.CCCCCC (EtOAc Hexane). Run at time 8 hour. The product is COC1=CC=C(C=C1)C(OC[C@H]1OCCC([C@@H]1O)=O)(C1=CC=CC=C1)C1=CC=C(C=C1)OC ((2R,3R)-2-((bis(4-methoxyphenyl)(phenyl)methoxy)methyl)-3-hydroxydihydro-2H-pyran-4(3H)-one). As a reaction SMILES: [OH:1][C@H:2]1[C:7](=[O:8])[CH2:6][CH2:5][O:4][C@@H:3]1[CH2:9][OH:10].[C:11](Cl)([C:28]1[CH:33]=[CH:32][CH:31]=[CH:30][CH:29]=1)([C:20]1[CH:27]=[CH:26][C:23]([O:24][CH3:25])=[CH:22][CH:21]=1)[C:12]1[CH:19]=[CH:18][C:15]([O:16][CH3:17])=[CH:14][CH:13]=1>N1C=CC=CC=1.CCOC(C)=O.CCCCCC>[CH3:25][O:24][C:23]1[CH:22]=[CH:21][C:20]([C:11]([C:12]2[CH:13]=[CH:14][C:15]([O:16][CH3:17])=[CH:18][CH:19]=2)([C:28]2[CH:33]=[CH:32][CH:31]=[CH:30][CH:29]=2)[O:10][CH2:9][C@@H:3]2[C@@H:2]([OH:1])[C:7](=[O:8])[CH2:6][CH2:5][O:4]2)=[CH:27][CH:26]=1 |f:3.4|. Procedure details: Dissolve (2R,3R)-3-hydroxy-2-(hydroxymethyl)dihydro-2H-pyran-4(3H)-one (662 mg, 4.53 mmol) and DMTCl (1.688 g, 4.98 mmol) in pyridine (5 mL). The reaction was stirred overnight and a TLC was taken in 30% EtOAc/Hexane. The crude reaction mixture was partitioned with 1M CuSO4 (10 mL) and the aqueous layer extracted with DCM (3×30 mL). The combined organic fractions were washed once with water (20 mL) and dried over Na2SO4. The crude product was chromatographed using a gradient from 10%-30% EtOAc/H... The reactants are [H][H] (hydrogen), COC(=O)[C@@H]1CC[C@H](CC1)CNC(C1=C(C=CC=C1)[N+](=O)[O-])=O (trans-4-[(2-Nitro-benzoylamino)-methyl]-cyclohexanecarboxylic acid methyl ester), CC(=O)O (AcOH). The reagents and catalysts are [Pd] (Pd/C). The solvent is CO (MeOH). Yields the product COC(=O)[C@@H]1CC[C@H](CC1)CNC(C1=C(C=CC=C1)N)=O (trans-4-[(2-Amino-benzoylamino)-methyl]-cyclohexanecarboxylic acid methyl ester), acetate salt. As a reaction SMILES: [CH3:1][O:2][C:3]([C@H:5]1[CH2:10][CH2:9][C@H:8]([CH2:11][NH:12][C:13](=[O:23])[C:14]2[CH:19]=[CH:18][CH:17]=[CH:16][C:15]=2[N+:20]([O-])=O)[CH2:7][CH2:6]1)=[O:4].CC(O)=O.[H][H]>CO.[Pd]>[CH3:1][O:2][C:3]([C@H:5]1[CH2:6][CH2:7][C@H:8]([CH2:11][NH:12][C:13](=[O:23])[C:14]2[CH:19]=[CH:18][CH:17]=[CH:16][C:15]=2[NH2:20])[CH2:9][CH2:10]1)=[O:4]. Procedure details: A solution 0.01 M of trans-4-[(2-Nitro-benzoylamino)-methyl]-cyclohexanecarboxylic acid methyl ester (1.8 g) in MeOH (550 mL) with ˜1% of glacial AcOH (5.5 mL) was submitted to continuous flow rate hydrogenation by H-Cube (ThalesNano®) using a 10% Pd/C cartridge (small cartridge, full hydrogen mode, flowrate of 1 mL/min). Finally, the solvent was removed under reduced pressure to obtain the titled compound as acetate salt (1.9 g, quantitative yield). The reactants are CN(CC[C@H]1[C@@H](CC2=CC=CC=C2C1)O)C (trans-3-[2-(Dimethylamino)ethyl]-1,2,3,4-tetrahydro-2-naphthalenol), Cl (hydrogen chloride). The solvent is CCOCC (ether). Product: Cl.CN(CC[C@H]1[C@@H](CC2=CC=CC=C2C1)O)C (trans-3-[2-(Dimethylamino)ethyl]-1,2,3,4-tetrahydro-2-naphthalenol, hydrochloride). RXN SMILES: [CH3:1][N:2]([CH3:16])[CH2:3][CH2:4][C@@H:5]1[CH2:14][C:13]2[C:8](=[CH:9][CH:10]=[CH:11][CH:12]=2)[CH2:7][C@H:6]1[OH:15].[ClH:17]>CCOCC>[ClH:17].[CH3:16][N:2]([CH3:1])[CH2:3][CH2:4][C@@H:5]1[CH2:14][C:13]2[C:8](=[CH:9][CH:10]=[CH:11][CH:12]=2)[CH2:7][C@H:6]1[OH:15] |f:3.4|. Procedure: A cooled solution of 1.7 g of the above oil of Example 10 in ether is treated with excess hydrogen chloride saturated isopropaneol, and the resulting solid filtered off and recrystallized from isopropanol to give the title compound, m.p. 166°-169°.